Dataset: the Open Reaction Database (ORD), a public repository of structured organic reaction records. Task: describe an organic reaction: reactants, conditions, products, and yield The reactants are COCCCN=C=O (3-methoxypropyl isocyanate), C(C1=CC=CC=C1)C1=NC=2N(C(N(C(C2N1)=O)CCCOC)=O)CCC1=CC=C(C=C1)[N+](=O)[O-] (8-benzyl-3-[2-(4-nitrophenyl)ethyl]-1-(3-methoxypropyl)xanthine), C([O-])([O-])=O.[Na+].[Na+] (sodium carbonate), C(C)N (ethylamine). Solvent: ClCCCl (1,2-dichloroethane). The product is C(C1=CC=CC=C1)C1=NC=2N(C(N(C(C2N1CCNCC)=O)CCCOC)=O)CCC1=CC=C(C=C1)[N+](=O)[O-] (8-benzyl-7-(2-ethylamino)ethyl-3-[2-(4-nitrophenyl)ethyl]-1-(3-methoxypropyl)xanthine). As a reaction SMILES: COC[CH2:4][CH2:5][N:6]=[C:7]=O.[CH2:9]([C:16]1[NH:24][C:23]2[C:22](=[O:25])[N:21]([CH2:26][CH2:27][CH2:28][O:29][CH3:30])[C:20](=[O:31])[N:19]([CH2:32][CH2:33][C:34]3[CH:39]=[CH:38][C:37]([N+:40]([O-:42])=[O:41])=[CH:36][CH:35]=3)[C:18]=2[N:17]=1)[C:10]1[CH:15]=[CH:14][CH:13]=[CH:12][CH:11]=1.[C:43](=O)([O-])[O-].[Na+].[Na+].C(N)C>ClCCCl>[CH2:9]([C:16]1[N:24]([CH2:4][CH2:5][NH:6][CH2:7][CH3:43])[C:23]2[C:22](=[O:25])[N:21]([CH2:26][CH2:27][CH2:28][O:29][CH3:30])[C:20](=[O:31])[N:19]([CH2:32][CH2:33][C:34]3[CH:35]=[CH:36][C:37]([N+:40]([O-:42])=[O:41])=[CH:38][CH:39]=3)[C:18]=2[N:17]=1)[C:10]1[CH:15]=[CH:14][CH:13]=[CH:12][CH:11]=1 |f:2.3.4|. Procedure: By methods well known in the art 3-methoxypropyl isocyanate is converted into 8-benzyl-3-[2-(4-nitrophenyl)ethyl]-1-(3-methoxypropyl)xanthine. By the method of Example 3, this substance is alkylated with a mixture of 1,2-dichloroethane, sodium carbonate and ethylamine to yield 8-benzyl-7-(2-ethylamino)ethyl-3-[2-(4-nitrophenyl)ethyl]-1-(3-methoxypropyl)xanthine. By the method of Example 4 this substance is reduced with hydrazine hydrate or hydrogen gas in the presence of a palladium catalyst to ...